Dataset: the Open Reaction Database (ORD), a public repository of structured organic reaction records. Task: describe an organic reaction: reactants, conditions, products, and yield Starting materials: ClCCl, O=C(O)C(F)(F)F, CC(C)(C)OC(=O)N1CCCC(C(OCC(N)=O)c2cccc(Cl)c2F)C1, [Na+], O=C([O-])O. Product: NC(=O)COC(c1cccc(Cl)c1F)C1CCCNC1. As a reaction SMILES: [Cl:40][CH2:41][Cl:42].[F:33][C:34]([F:35])([F:36])[C:37]([OH:38])=[O:39].[NH2:1][C:2]([CH2:3][O:4][CH:5]([CH:6]1[CH2:7][N:8]([C:12]([O:13][C:14]([CH3:15])([CH3:16])[CH3:17])=[O:18])[CH2:9][CH2:10][CH2:11]1)[c:19]1[c:20]([F:26])[c:21]([Cl:25])[cH:22][cH:23][cH:24]1)=[O:27].[Na+:32].[O-:28][C:29]([OH:30])=[O:31]>>[NH2:1][C:2]([CH2:3][O:4][CH:5]([CH:6]1[CH2:7][NH:8][CH2:9][CH2:10][CH2:11]1)[c:19]1[c:20]([F:26])[c:21]([Cl:25])[cH:22][cH:23][cH:24]1)=[O:27]. The reactants are ClCCS(=O)(=O)C1=CC=CC=C1 ((β-chloroethylsulfonyl)benzene), C([O-])([O-])=O.[K+].[K+] (potassium carbonate). The reagents and catalysts are C(C)N(CC)CC (triethylamine). Run in C1(=CC=CC=C1)C (toluene). Reaction conditions: temperature 42.5 celsius, time 3 hour. Yields the product C1(=CC=CC=C1)S(=O)(=O)C=C (phenylvinylsulfone). Yield: 98.4%. RXN SMILES: Cl[CH2:2][CH2:3][S:4]([C:7]1[CH:12]=[CH:11][CH:10]=[CH:9][CH:8]=1)(=[O:6])=[O:5].C(=O)([O-])[O-].[K+].[K+]>C1(C)C=CC=CC=1.C(N(CC)CC)C>[C:7]1([S:4]([CH:3]=[CH2:2])(=[O:6])=[O:5])[CH:12]=[CH:11][CH:10]=[CH:9][CH:8]=1 |f:1.2.3|. Procedure: (β-chloroethylsulfonyl)benzene (40.9 g, 200 mmol) was dissolved in 100 g of toluene, to this solution were added 30.7 g of 49% aqueous potassium carbonate solution (potassium carbonate 109 mmol) and 1.01 g (10 mmol) of triethylamine, and the mixture was stirred for 3 hours at from 40 to 45° C. Then, the mixture was washed with 70 g of water once, with 35 g of 5% aqueous sulfuric acid solution once and further with 35 g of water once, and the solvents were distilled off to obtain 33.1 g (yield 98... Reactants: ClCCl, O=[Mn]=O, OCC#CCc1ccccc1. Yields the product O=CC#CCc1ccccc1. RXN SMILES: [Cl:12][CH2:13][Cl:14].[O:15]=[Mn:16]=[O:17].[c:1]1([CH2:7][C:8]#[C:9][CH2:10][OH:11])[cH:2][cH:3][cH:4][cH:5][cH:6]1>>[c:1]1([CH2:7][C:8]#[C:9][CH:10]=[O:11])[cH:2][cH:3][cH:4][cH:5][cH:6]1. The reactants are CN(C)C=O, O=C=Nc1ccccc1Cl, CCOC(=O)C(=O)c1csc(N)n1. Product: CCOC(=O)C(=O)c1csc(NC(=O)Nc2ccccc2Cl)n1. Reaction SMILES: [CH3:24][N:25]([CH3:26])[CH:27]=[O:28].[Cl:14][c:15]1[c:16]([N:21]=[C:22]=[O:23])[cH:17][cH:18][cH:19][cH:20]1.[NH2:1][c:2]1[s:3][cH:4][c:5]([C:7]([C:8](=[O:9])[O:10][CH2:11][CH3:12])=[O:13])[n:6]1>>[NH:1]([c:2]1[s:3][cH:4][c:5]([C:7]([C:8](=[O:9])[O:10][CH2:11][CH3:12])=[O:13])[n:6]1)[C:22]([NH:21][c:16]1[c:15]([Cl:14])[cH:20][cH:19][cH:18][cH:17]1)=[O:23]. Reactants: C(#N)[BH3-].[Na+] (sodium cyanoborohydride), Cl (hydrogen chloride), C(#N)C1=CC=C(OCC(C2=CC=CC=C2)=NNC(=O)NC2=CC=C(C=C2)OC(F)(F)F)C=C1 (2-[2-(4-cyanophenoxy)-1-phenylethylidene]-N-(4-trifluoromethoxyphenyl)hydrazinecarboxamide). The solvent is CO (methanol), O1CCCC1 (tetrahydrofuran). The product is C(#N)C1=CC=C(OCC(C2=CC=CC=C2)NNC(=O)NC2=CC=C(C=C2)OC(F)(F)F)C=C1 (2-[2-(4-cyanophenoxy)-1-phenylethyl]-N-(4-trifluoromethoxyphenyl)hydrazinecarboxamide). Yield: 106.2%. Reaction SMILES: [C:1]([C:3]1[CH:33]=[CH:32][C:6]([O:7][CH2:8][C:9](=[N:16][NH:17][C:18]([NH:20][C:21]2[CH:26]=[CH:25][C:24]([O:27][C:28]([F:31])([F:30])[F:29])=[CH:23][CH:22]=2)=[O:19])[C:10]2[CH:15]=[CH:14][CH:13]=[CH:12][CH:11]=2)=[CH:5][CH:4]=1)#[N:2].C([BH3-])#N.[Na+].Cl>CO.O1CCCC1>[C:1]([C:3]1[CH:33]=[CH:32][C:6]([O:7][CH2:8][CH:9]([NH:16][NH:17][C:18]([NH:20][C:21]2[CH:26]=[CH:25][C:24]([O:27][C:28]([F:30])([F:29])[F:31])=[CH:23][CH:22]=2)=[O:19])[C:10]2[CH:11]=[CH:12][CH:13]=[CH:14][CH:15]=2)=[CH:5][CH:4]=1)#[N:2] |f:1.2|. Procedure: In a mixed solvent of 15 ml of methanol and 15 ml of tetrahydrofuran was dissolved 0.30 g (0.66 mmole) of 2-[2-(4-cyanophenoxy)-1-phenylethylidene]-N-(4-trifluoromethoxyphenyl)hydrazinecarboxamide, after which 0.20 g (3.2 mmoles) of sodium cyanoborohydride (NaBH3CN) was added to the resulting solution. The resulting mixture was maintained at pH 4 to 6 with hydrogen chloride (a methanolic solution) with stirring. After confirming the completion of the reaction by a thinlayer chromatography, the s... The reactants are O=C1CCC(c2ccccc2)(c2ccccc2)C2CN(Cc3ccccc3)CC12, CO, Cl. Yields the product Cl, O=C1CCC(c2ccccc2)(c2ccccc2)C2CNCC12. Reaction SMILES: [CH2:1]([c:2]1[cH:3][cH:4][cH:5][cH:6][cH:7]1)[N:8]1[CH2:9][CH:10]2[C:11]([c:18]3[cH:19][cH:20][cH:21][cH:22][cH:23]3)([c:24]3[cH:25][cH:26][cH:27][cH:28][cH:29]3)[CH2:12][CH2:13][C:14](=[O:17])[CH:15]2[CH2:16]1.[CH3:31][OH:32].[ClH:30]>>[ClH:30].[NH:8]1[CH2:9][CH:10]2[C:11]([c:18]3[cH:19][cH:20][cH:21][cH:22][cH:23]3)([c:24]3[cH:25][cH:26][cH:27][cH:28][cH:29]3)[CH2:12][CH2:13][C:14](=[O:17])[CH:15]2[CH2:16]1. The reactants are COc1ccc2c(=O)n(C(C)C(N)=O)ccc2c1[N+](=O)[O-], CO, [Pd]. Yields the product COc1ccc2c(=O)n(C(C)C(N)=O)ccc2c1N. As a reaction SMILES: [CH3:1][O:2][c:3]1[c:4]([N+:19]([O-:20])=[O:21])[c:5]2[cH:6][cH:7][n:8]([CH:14]([C:15](=[O:16])[NH2:17])[CH3:18])[c:9](=[O:13])[c:10]2[cH:11][cH:12]1.[CH3:22][OH:23].[Pd:24]>>[CH3:1][O:2][c:3]1[c:4]([NH2:19])[c:5]2[cH:6][cH:7][n:8]([CH:14]([C:15](=[O:16])[NH2:17])[CH3:18])[c:9](=[O:13])[c:10]2[cH:11][cH:12]1. Starting materials: CCI, CC#N, Cl, CC(C)C1OC(=O)N(c2cc(O)c(Cl)cc2F)C1=O, [H-], [H][H], [Na+], C1CCOC1. Product: CCOc1cc(N2C(=O)OC(C(C)C)C2=O)c(F)cc1Cl. Reaction SMILES: [CH2:24]([CH3:25])[I:26].[CH3:28][C:29]#[N:30].[ClH:27].[F:3][c:4]1[c:5]([N:12]2[C:13](=[O:21])[O:14][CH:15]([CH:18]([CH3:19])[CH3:20])[C:16]2=[O:17])[cH:6][c:7]([OH:11])[c:8]([Cl:10])[cH:9]1.[H-:1].[H:22][H:23].[Na+:2].[O:31]1[CH2:32][CH2:33][CH2:34][CH2:35]1>>[F:3][c:4]1[c:5]([N:12]2[C:13](=[O:21])[O:14][CH:15]([CH:18]([CH3:19])[CH3:20])[C:16]2=[O:17])[cH:6][c:7]([O:11][CH2:24][CH3:25])[c:8]([Cl:10])[cH:9]1.